From a dataset of the Open Reaction Database (ORD), a public repository of structured organic reaction records. describe an organic reaction: reactants, conditions, products, and yield The reactants are [N+](=O)([O-])C12CC3CC(CC(C1)C3)C2 (1-nitroadamantane), resultant mixture, O=O (oxygen). The solvent is C(C)(=O)O (acetic acid). Product: [N+](=O)([O-])C12CC3(CC(CC(C1)C3)C2)O (1-nitro-3-adamantanol). The yield is 48.0%. As a reaction SMILES: [N+:1]([C:4]12[CH2:13][CH:8]3[CH2:9][CH:10]([CH2:12][CH:6]([CH2:7]3)[CH2:5]1)[CH2:11]2)([O-:3])=[O:2].[O:14]=O>C(O)(=O)C>[N+:1]([C:4]12[CH2:5][CH:6]3[CH2:12][CH:10]([CH2:9][C:8]([OH:14])([CH2:7]3)[CH2:13]1)[CH2:11]2)([O-:3])=[O:2]. Procedure: To 25 ml of acetic acid were added 10 mmol of 1-nitroadamantane, 1 mmol of NHPI and 0.05 mmol of V(AA)3, and the resultant mixture was stirred in an oxygen atmosphere at a temperature of 75° C. for 8 hours. The analysis by gas chromatography revealed the formation of 1-nitro-3-adamantanol (yield: 48%) a 1-nitro-3,5-adamantanediol (yield:19%) and a 1-nitro-3,5,7-adamantanetriol (yield:2%), converted from 1-nitroadamantane at a conversion rate of 76%. These products were analyzed by mass spectrome... The reactants are BrC=1C=CC(NC1)=O (5-Bromo-1H-pyridin-2-one), C(C)C1=CC=C(CBr)C=C1 (4-ethylbenzyl bromide), C([O-])([O-])=O.[K+].[K+] (potassium carbonate). Solvent: C(C)(=O)OCC (ethyl acetate), CN(C=O)C (N,N-dimethylformamide). Reaction conditions: time 8 hour. The product is BrC=1C=CC(N(C1)CC1=CC=C(C=C1)CC)=O (5-bromo-1-(4-ethylphenylmethyl)-1H-pyridin-2-one). The yield is 90.5%. As a reaction SMILES: [Br:1][C:2]1[CH:3]=[CH:4][C:5](=[O:8])[NH:6][CH:7]=1.[CH2:9]([C:11]1[CH:18]=[CH:17][C:14]([CH2:15]Br)=[CH:13][CH:12]=1)[CH3:10].C(=O)([O-])[O-].[K+].[K+]>CN(C)C=O.C(OCC)(=O)C>[Br:1][C:2]1[CH:3]=[CH:4][C:5](=[O:8])[N:6]([CH2:15][C:14]2[CH:17]=[CH:18][C:11]([CH2:9][CH3:10])=[CH:12][CH:13]=2)[CH:7]=1 |f:2.3.4|. Reported procedure: 5-Bromo-1H-pyridin-2-one (1.04 g) and 4-ethylbenzyl bromide (1.43 g) were dissolved in N,N-dimethylformamide (15 ml), and thereto was added potassium carbonate (1.66 g). The mixture was stirred at room temperature overnight, diluted with ethyl acetate, and washed successively with water and brine. The extract was dried over magnesium sulfate, and the solvent was evaporated under reduced pressure. The residue was purified by silica gel column chromatography (hexane:ethyl acetate=10:1-3:1) to give... Starting materials: C(Cl)(Cl)Cl.CCCCCC (chloroform hexane), COC(CC1=CC2=C(C3(C4=C(C=C2)C=CC=C4)OCCO3)C=C1)=O (2-(5,5-ethylenedioxy-5H-dibenzo[a,d]cyclohepten-2-yl)acetic acid methyl ester). Solvent: CC(=O)C.CCCCCC (acetone hexane). The product is C1=C(C=CC=2C(C3=C(C=CC21)C=CC=C3)=O)CC(=O)O (2-(5H-dibenzo[a,d]cyclohepten-5-on-2-yl)acetic acid). As a reaction SMILES: C(Cl)(Cl)Cl.CCCCCC.C[O:12][C:13](=[O:34])[CH2:14][C:15]1[CH:33]=[CH:32][C:18]2[C:19]3(OCC[O:28]3)[C:20]3[CH:27]=[CH:26][CH:25]=[CH:24][C:21]=3[CH:22]=[CH:23][C:17]=2[CH:16]=1>CC(C)=O.CCCCCC>[CH:16]1[C:17]2[CH:23]=[CH:22][C:21]3[CH:24]=[CH:25][CH:26]=[CH:27][C:20]=3[C:19](=[O:28])[C:18]=2[CH:32]=[CH:33][C:15]=1[CH2:14][C:13]([OH:34])=[O:12] |f:0.1,3.4|. Reported procedure: 2.0 Gm. of 2-(5,5-ethylenedioxy-5H-dibenzo[a,d]cyclohepten-2-yl)propionic acid methyl ester is stirred in 25 ml. of 1:1 concentrated sulfuric acid:water for 12 hours. The mixture is poured into water and extracted with ethyl acetate and the extract is washed, dried and evaporated to afford a 70% yield of 2-(5H-dibenzo[a,d]cyclohepten-5-on-2-yl)propionic acid, m.p. (chloroform-hexane) 138°-139° C.; m.p. (acetone-hexane) 113°-115° C. Use of 2-(5,5-ethylenedioxy-5H-dibenzo[a,d]cyclohepten-2-yl)acet... Reactants: O=C1Nc2cccnc2N(C(=O)Cl)c2ccccc21, C1CCN(CCCC2CCNCC2)CC1. Product: O=C1Nc2cccnc2N(C(=O)N2CCC(CCCN3CCCCC3)CC2)c2ccccc21. Reaction SMILES: [Cl:1][C:2](=[O:3])[N:4]1[c:5]2[c:6]([cH:16][cH:17][cH:18][n:19]2)[NH:7][C:8](=[O:15])[c:9]2[c:10]1[cH:11][cH:12][cH:13][cH:14]2.[N:20]1([CH2:26][CH2:27][CH2:28][CH:29]2[CH2:30][CH2:31][NH:32][CH2:33][CH2:34]2)[CH2:21][CH2:22][CH2:23][CH2:24][CH2:25]1>>[C:2](=[O:3])([N:4]1[c:5]2[c:6]([cH:16][cH:17][cH:18][n:19]2)[NH:7][C:8](=[O:15])[c:9]2[c:10]1[cH:11][cH:12][cH:13][cH:14]2)[N:32]1[CH2:31][CH2:30][CH:29]([CH2:28][CH2:27][CH2:26][N:20]2[CH2:21][CH2:22][CH2:23][CH2:24][CH2:25]2)[CH2:34][CH2:33]1. The reactants are [BH4-].[Na+] (sodium borohydride), ice water, COC(=O)C1=NN(C(=N1)CN(C)C)C1=C(C=C(C=C1)Cl)C(C1=CC=CC=C1)=O (1-(2-benzoyl-4-chlorophenyl)-5-[(dimethylamino)-methyl]-1H-1,2,4-triazole-3-carboxylic acid methyl ester). The solvent is O1CCCC1 (tetrahydrofuran), CO (methanol). Product: OC(C1=CC=CC=C1)C1=C(C=CC(=C1)Cl)N1N=C(N=C1CN(C)C)CO (1-[2-(α-hydroxybenzyl)-4-chlorophenyl]-5-[(dimethylamino)-methyl]-1H-1,2,4-triazole-3-methanol). Reaction SMILES: [BH4-].[Na+].C[O:4][C:5]([C:7]1[N:11]=[C:10]([CH2:12][N:13]([CH3:15])[CH3:14])[N:9]([C:16]2[CH:21]=[CH:20][C:19]([Cl:22])=[CH:18][C:17]=2[C:23](=[O:30])[C:24]2[CH:29]=[CH:28][CH:27]=[CH:26][CH:25]=2)[N:8]=1)=O>O1CCCC1.CO>[OH:30][CH:23]([C:17]1[CH:18]=[C:19]([Cl:22])[CH:20]=[CH:21][C:16]=1[N:9]1[C:10]([CH2:12][N:13]([CH3:14])[CH3:15])=[N:11][C:7]([CH2:5][OH:4])=[N:8]1)[C:24]1[CH:29]=[CH:28][CH:27]=[CH:26][CH:25]=1 |f:0.1|. Procedure: 9.1 g (0.24 mole) of sodium borohydride is added portionwise at room temperature, with stirring, to a solution of 16.0 g (0.040 mole) of 1-(2-benzoyl-4-chlorophenyl)-5-[(dimethylamino)-methyl]-1H-1,2,4-triazole-3-carboxylic acid methyl ester [see Example 2] in 320 ml of tetrahydrofuran and 320 ml of methanol. The temperature of the reaction solution rises during the addition to 40°. The reaction mixture is subsequently heated for one hour at 50°; 100 ml of ice water is then added, and the bulk o... Reactants: C(C)(=O)OCC (ethyl acetate), FC1=CC=C(C=C1)C(N1CCNCCC1)C1=CC=C(C=C1)F (1-[bis(4-fluorophenyl) methyl]homopiperazine), C12(CC3CC(CC(C1)C3)C2)NC(C(C)Br)=O (N-(1-adamantyl) -2-bromopropionamide), C([O-])([O-])=O.[K+].[K+] (potassium carbonate). Run in O1CCCC1 (tetrahydrofuran), CN(C=O)C (N,N-dimethylformamide). Reaction conditions: temperature 90 celsius. Product: C(\C=C/C(=O)O)(=O)O.FC1=CC=C(C=C1)C(N1CCN(CCC1)C(C)C(NC12CC3CC(CC(C1)C3)C2)=O)C2=CC=C(C=C2)F (1-[Bis(4-fluorophenyl)methyl]-4-[1-(1-adamantylcarbamoyl)ethyl]homopiperazine maleate). RXN SMILES: [F:1][C:2]1[CH:7]=[CH:6][C:5]([CH:8]([C:16]2[CH:21]=[CH:20][C:19]([F:22])=[CH:18][CH:17]=2)[N:9]2[CH2:15][CH2:14][CH2:13][NH:12][CH2:11][CH2:10]2)=[CH:4][CH:3]=1.[C:23]12([NH:33][C:34](=[O:38])[CH:35](Br)[CH3:36])[CH2:32][CH:27]3[CH2:28][CH:29]([CH2:31][CH:25]([CH2:26]3)[CH2:24]1)[CH2:30]2.[C:39](=O)([O-:41])[O-:40].[K+].[K+].C(OCC)(=[O:47])C>O1CCCC1.CN(C)C=O>[C:34]([OH:38])(=[O:47])/[CH:35]=[CH:36]\[C:39]([OH:41])=[O:40].[F:22][C:19]1[CH:18]=[CH:17][C:16]([CH:8]([C:5]2[CH:4]=[CH:3][C:2]([F:1])=[CH:7][CH:6]=2)[N:9]2[CH2:15][CH2:14][CH2:13][N:12]([CH:35]([C:34](=[O:38])[NH:33][C:23]34[CH2:32][CH:27]5[CH2:28][CH:29]([CH2:31][CH:25]([CH2:26]5)[CH2:24]3)[CH2:30]4)[CH3:36])[CH2:11][CH2:10]2)=[CH:21][CH:20]=1 |f:2.3.4,8.9|. Procedure details: A mixture of 300 mg of 1-[bis(4-fluorophenyl) methyl]homopiperazine and 300 mg of N-(1-adamantyl) -2-bromopropionamide Was dissolved in 20 ml of a 1:1 by volume mixture of tetrahydrofuran and N,N-dimethylformamide, and then 100 mg of anhydrous potassium carbonate were added to the resulting solution. The reaction mixture was stirred at 90° C. for hours, and then ethyl acetate was added, and the organic layer was separated. The organic layer was washed three times with water, and then dried over ... The reactants are OCc1ccc(Br)cc1, CC(C)(C)[O-], CCOC(C)=O, CN(C)C=O, Fc1ccccn1, [K+], O. Yields the product Brc1ccc(COc2ccccn2)cc1. Reaction SMILES: [Br:1][c:2]1[cH:3][cH:4][c:5]([CH2:6][OH:7])[cH:8][cH:9]1.[CH3:10][C:11]([CH3:12])([O-:13])[CH3:14].[CH3:29][CH2:30][O:31][C:32](=[O:33])[CH3:34].[CH:24]([N:25]([CH3:26])[CH3:27])=[O:28].[F:16][c:17]1[n:18][cH:19][cH:20][cH:21][cH:22]1.[K+:15].[OH2:23]>>[Br:1][c:2]1[cH:3][cH:4][c:5]([CH2:6][O:7][c:17]2[n:18][cH:19][cH:20][cH:21][cH:22]2)[cH:8][cH:9]1.